This data is from the Open Reaction Database (ORD), a public repository of structured organic reaction records. The task is: describe an organic reaction: reactants, conditions, products, and yield Reactants: CON(C(CC)=O)C (N-methoxy-N-methylpropionamide), BrC=1C2=C(SC1)C=CC=C2C (3-bromo-4-methylbenzo[b]thiophene), C(CCC)[Li] (n-butyllithium). Run in O1CCCC1 (tetrahydrofuran), O1CCCC1 (tetrahydrofuran), CCOCC (ether). Run at temperature -70 celsius, time 30 minute. Yields the product CC1=CC=CC=2SC(=CC21)C(CC)=O (1-(4-methylbenzo[b]thiophen-2-yl)propan-1-one). Yield: 34.9%. RXN SMILES: Br[C:2]1[C:3]2[C:10]([CH3:11])=[CH:9][CH:8]=[CH:7][C:4]=2[S:5][CH:6]=1.C([Li])CCC.CON(C)[C:20](=[O:23])[CH2:21][CH3:22]>O1CCCC1.CCOCC>[CH3:11][C:10]1[C:3]2[CH:2]=[C:6]([C:20](=[O:23])[CH2:21][CH3:22])[S:5][C:4]=2[CH:7]=[CH:8][CH:9]=1. Procedure: A solution of 3-bromo-4-methylbenzo[b]thiophene (1.69 g) in tetrahydrofuran (10 ml) was added dropwise under nitrogen at −70° C. over 10 minutes to a stirred solution of n-butyllithium (2.5M solution in hexanes; 3.87 ml) in ether (30 ml), then the mixture was stirred at −70° C. for 30 minutes. A solution of N-methoxy-N-methylpropionamide (1.31 g) in tetrahydrofuran (10 ml) was added dropwise at −70° C. over 10 minutes, the mixture was stirred at −70° C. for 3 hours, then it was allowed to warm t... The reactants are [OH-].[Na+] (NaOH), C(C)(=O)OC=1C=C2C(=NC=NC2=CC1OC)NC1=CC=C(C=C1)F (4-((4-fluorophenyl)amino)-7-methoxyquinazolin-6-yl acetate), Cl (HCl). The solvent is CO (methanol). Run at time 4 hour. Yields the product FC1=CC=C(C=C1)NC1=NC=NC2=CC(=C(C=C12)O)OC (4-((4-fluorophenyl)amino)-7-methoxyquinazolin-6-ol). Yield: 86.8%. As a reaction SMILES: C([O:4][C:5]1[CH:6]=[C:7]2[C:12](=[CH:13][C:14]=1[O:15][CH3:16])[N:11]=[CH:10][N:9]=[C:8]2[NH:17][C:18]1[CH:23]=[CH:22][C:21]([F:24])=[CH:20][CH:19]=1)(=O)C.[OH-].[Na+].Cl>CO>[F:24][C:21]1[CH:20]=[CH:19][C:18]([NH:17][C:8]2[C:7]3[C:12](=[CH:13][C:14]([O:15][CH3:16])=[C:5]([OH:4])[CH:6]=3)[N:11]=[CH:10][N:9]=2)=[CH:23][CH:22]=1 |f:1.2|. Procedure details: To a suspension of 4-((4-fluorophenyl)amino)-7-methoxyquinazolin-6-yl acetate (2.42 g) and methanol (30 mL) was added 5 mol/L NaOH (5.00 mL) at room temperature. The reaction mixture was stirred at room temperature for 4 h, and was adjusted to pH 7 with 0.1 N HCl (aq). The mixture was filtered to give the title compound as a white solid (1.83 g, 86.90%). Reactants: N1(CCOCC1)C=1N=C(NC(C1)=O)CC(=O)[O-].[Na+] (sodium [4-(morpholin-4-yl)-6-oxo-1,6-dihydropyrimidin-2-yl]acetate), N1CCC2=NC=CC=C12 (4-azaindoline), Cl.CN(CCCN=C=NCC)C (N-[3-(dimethylamino)propyl]-N′-ethylcarbodiimide hydrochloride). Run in N1=CC=CC=C1 (pyridine), CN(C=O)C (N,N-dimethylformamide). The product is N1(CCC2=NC=CC=C21)C(CC2=NC(=CC(N2)=O)N2CCOCC2)=O (2-[2-(2,3-dihydro-1H-pyrrolo[3,2-b]pyridin-1-yl)-2-oxoethyl]-6-(morpholin-4-yl)pyrimidin-4(3H)-one). Yield: 55.1%. Reaction SMILES: [N:1]1([C:7]2[N:8]=[C:9]([CH2:14][C:15]([O-:17])=O)[NH:10][C:11](=[O:13])[CH:12]=2)[CH2:6][CH2:5][O:4][CH2:3][CH2:2]1.[Na+].[NH:19]1[C:27]2[C:22](=[N:23][CH:24]=[CH:25][CH:26]=2)[CH2:21][CH2:20]1.Cl.CN(C)CCCN=C=NCC>N1C=CC=CC=1.CN(C)C=O>[N:19]1([C:15](=[O:17])[CH2:14][C:9]2[NH:10][C:11](=[O:13])[CH:12]=[C:7]([N:1]3[CH2:2][CH2:3][O:4][CH2:5][CH2:6]3)[N:8]=2)[C:27]2[C:22](=[N:23][CH:24]=[CH:25][CH:26]=2)[CH2:21][CH2:20]1 |f:0.1,3.4|. Procedure details: The product is prepared according to the procedure described in example 5, using 350 mg of sodium [4-(morpholin-4-yl)-6-oxo-1,6-dihydropyrimidin-2-yl]acetate, 177 mg of 4-azaindoline and 340 mg of N-[3-(dimethylamino)propyl]-N′-ethylcarbodiimide hydrochloride in a mixture of 216 μl of pyridine and 6.5 ml of N,N-dimethylformamide. 252 mg of 2-[2-(2,3-dihydro-1H-pyrrolo[3,2-b]pyridin-1-yl)-2-oxoethyl]-6-(morpholin-4-yl)pyrimidin-4(3H)-one are obtained in the form of a white powder, the characteris... Reactants: NC1=C2C(C(=CN(C2=C(C(=C1F)N1C[C@H](C(C1)(C)C)NC(C(F)(F)F)=O)C)C1CC1)C(=O)O)=O (5-amino-1-cyclopropyl-7-((S)-4,4-dimethyl-3-trifluoroacetylamino-1-pyrrolidinyl)-6-fluoro-1,4-dihydro-8-methyl-4-oxoquinoline-3-carboxylic acid), [OH-].[K+] (potassium hydroxide), Cl (hydrochloric acid). Run in O (water). Conditions: time 1 hour. Yields the product NC1=C2C(C(=CN(C2=C(C(=C1F)N1C[C@H](C(C1)(C)C)N)C)C1CC1)C(=O)O)=O (5-Amino-7-((S)-3-amino-4,4-dimethyl-1-pyrrolidinyl)-1-cyclopropyl-6-fluoro-1,4-dihydro-8-methyl-4-oxoquinoline-3-carboxylic acid). Yield: 79.6%. Reaction SMILES: [NH2:1][C:2]1[C:11]([F:12])=[C:10]([N:13]2[CH2:17][C:16]([CH3:19])([CH3:18])[C@H:15]([NH:20]C(=O)C(F)(F)F)[CH2:14]2)[C:9]([CH3:27])=[C:8]2[C:3]=1[C:4](=[O:34])[C:5]([C:31]([OH:33])=[O:32])=[CH:6][N:7]2[CH:28]1[CH2:30][CH2:29]1.[OH-].[K+].Cl>O>[NH2:1][C:2]1[C:11]([F:12])=[C:10]([N:13]2[CH2:17][C:16]([CH3:19])([CH3:18])[C@H:15]([NH2:20])[CH2:14]2)[C:9]([CH3:27])=[C:8]2[C:3]=1[C:4](=[O:34])[C:5]([C:31]([OH:33])=[O:32])=[CH:6][N:7]2[CH:28]1[CH2:30][CH2:29]1 |f:1.2|. Procedure: A mixture of 0.47 g of 5-amino-1-cyclopropyl-7-((S)-4,4-dimethyl-3-trifluoroacetylamino-1-pyrrolidinyl)-6-fluoro-1,4-dihydro-8-methyl-4-oxoquinoline-3-carboxylic acid, 0.32 g of potassium hydroxide and 3.2 ml of water was stirred at room temperature for 1 hour. The reaction mixture was neutralized with 10% hydrochloric acid to pH 8 and extracted with methylene chloride. The combined organic extracts were washed with water and brine, dried over sodium sulfate and evaporated. The residue was tritu... Starting materials: solution, CN (methylamine), C(C)(=O)O (acetic acid), COC1=CC2=C(N(C=N2)C2=NC3=C(C=CC=C3C=C2)C2=CC=C(C=O)C=C2)C=C1 (4-[2-(5-Methoxy-benzoimidazol-1-yl)-quinolin-8-yl]-benzaldehyde), C(#N)[BH3-].[Na+] (sodium cyanoborohydride). Solvent: CO (methanol), CO (methanol). Reaction conditions: time 8 hour. The product is COC1=CC2=C(N(C=N2)C2=NC3=C(C=CC=C3C=C2)C2=CC=C(CNC)C=C2)C=C1 ({4-[2-(5-Methoxy-benzoimidazol-1-yl)-quinolin-8-yl]-benzyl}-methyl-amine). Isolated yield 174.3%. Reaction SMILES: [CH3:1][O:2][C:3]1[CH:29]=[CH:28][C:6]2[N:7]([C:10]3[CH:19]=[CH:18][C:17]4[C:12](=[C:13]([C:20]5[CH:27]=[CH:26][C:23]([CH:24]=O)=[CH:22][CH:21]=5)[CH:14]=[CH:15][CH:16]=4)[N:11]=3)[CH:8]=[N:9][C:5]=2[CH:4]=1.CN.C(O)(=O)C.[C:36]([BH3-])#[N:37].[Na+]>CO>[CH3:1][O:2][C:3]1[CH:29]=[CH:28][C:6]2[N:7]([C:10]3[CH:19]=[CH:18][C:17]4[C:12](=[C:13]([C:20]5[CH:27]=[CH:26][C:23]([CH2:24][NH:37][CH3:36])=[CH:22][CH:21]=5)[CH:14]=[CH:15][CH:16]=4)[N:11]=3)[CH:8]=[N:9][C:5]=2[CH:4]=1 |f:3.4|. Reported procedure: 4-[2-(5-Methoxy-benzoimidazol-1-yl)-quinolin-8-yl]-benzaldehyde 5A (120 mg, 0.32 mMol) was dissolved in 2 mL of methanol under an atmosphere of dry N2. To this solution was added 800 μL of a solution of 2.0 M methylamine in methanol and then acetic acid (AcOH) was added dropwise until the pH of the solution was ˜5. To this solution was added (42 mg, 0.64 mMol) sodium cyanoborohydride (NaCNBH3) and the reaction mixture was stirred at ambient temperature overnight. The reaction mixture was then co... Reactants: ClC1=C(C(=O)Cl)C=CC=C1 (2-chlorobenzoyl chloride), C([O-])([O-])=O.[Na+].[Na+] (sodium carbonate), Cl.Cl.NC=1C=C(C=CC1)NC(=N)N1CCCC1 (N-(3-aminophenyl)-1-pyrrolidinecarboximidamide dihydrochloride). The solvent is O1CCCC1 (tetrahydrofuran), O (water), O (water). Conditions: temperature 0 celsius. Yields the product Cl.ClC1=C(C=CC=C1)C(=O)NC=1C=C(C=CC1)NC(=N)N1CCCC1 (N-(3-(((2-chlorophenyl)carbonyl)amino)phenyl)-1-pyrrolidinecarboximidamide monohydrochloride). RXN SMILES: Cl.Cl.[NH2:3][C:4]1[CH:5]=[C:6]([NH:10][C:11]([N:13]2[CH2:17][CH2:16][CH2:15][CH2:14]2)=[NH:12])[CH:7]=[CH:8][CH:9]=1.C(=O)([O-])[O-].[Na+].[Na+].[Cl:24][C:25]1[CH:33]=[CH:32][CH:31]=[CH:30][C:26]=1[C:27](Cl)=[O:28]>O.O1CCCC1>[ClH:24].[Cl:24][C:25]1[CH:33]=[CH:32][CH:31]=[CH:30][C:26]=1[C:27]([NH:3][C:4]1[CH:5]=[C:6]([NH:10][C:11]([N:13]2[CH2:17][CH2:16][CH2:15][CH2:14]2)=[NH:12])[CH:7]=[CH:8][CH:9]=1)=[O:28] |f:0.1.2,3.4.5,9.10|. Reported procedure: A solution of the product of Example 1, step (b), 1.38 g, 0.0050 moles, was dissolved in 20 ml of water. The solution was gradually treated with sodium carbonate, 0.84 g, 0.0100 moles, and cooled to 0° C. A solution of 2-chlorobenzoyl chloride, 0.96 g, 0.0053 moles, in 10 ml of tetrahydrofuran was added. This mixture was allowed to stir over the weekend. The mixture was then diluted with water to 100 ml and washed with 20 ml of chloroform. The mixture was made basic with 50% sodium hydroxide and...